Dataset: the Open Reaction Database (ORD), a public repository of structured organic reaction records. Task: describe an organic reaction: reactants, conditions, products, and yield Starting materials: CC(C)(C)OC(=O)NC(Cc1ccccc1)C(=O)O, C(=NC1CCCCC1)=NC1CCCCC1, [NH4+], CN(C)C=O, On1nnc2ccccc21. The product is CC(C)(C)OC(=O)NC(Cc1ccccc1)C(=O)O, [NH2-]. As a reaction SMILES: [C:16](=[O:17])([O:18][C:19]([CH3:20])([CH3:21])[CH3:22])[NH:23][CH:24]([CH2:25][c:26]1[cH:27][cH:28][cH:29][cH:30][cH:31]1)[C:32](=[O:33])[OH:34].[CH:1]1([N:7]=[C:2]=[N:3][CH:4]2[CH2:5][CH2:6][CH2:8][CH2:9][CH2:10]2)[CH2:11][CH2:12][CH2:13][CH2:14][CH2:15]1.[NH4+:35].[O:46]=[CH:47][N:48]([CH3:49])[CH3:50].[OH:36][n:37]1[c:38]2[cH:39][cH:40][cH:41][cH:42][c:43]2[n:44][n:45]1>>[C:16](=[O:17])([O:18][C:19]([CH3:20])([CH3:21])[CH3:22])[NH:23][CH:24]([CH2:25][c:26]1[cH:27][cH:28][cH:29][cH:30][cH:31]1)[C:32](=[O:33])[OH:34].[NH2-:7]. Starting materials: BrB(Br)Br, ClCCl, COc1ccc(C(=O)C(F)F)c(F)c1. The product is O=C(c1ccc(O)cc1F)C(F)F. RXN SMILES: [B:15]([Br:16])([Br:17])[Br:18].[Cl:19][CH2:20][Cl:21].[F:1][CH:2]([C:3](=[O:4])[c:5]1[c:6]([F:13])[cH:7][c:8]([O:11][CH3:12])[cH:9][cH:10]1)[F:14]>>[F:1][CH:2]([C:3](=[O:4])[c:5]1[c:6]([F:13])[cH:7][c:8]([OH:11])[cH:9][cH:10]1)[F:14]. Yields the product C(C)(C)(C)OC(=O)N1CC(CC1)C(=O)N1C[C@H]([C@@H](C1)N(C)C(=O)OC1=CC=C(C=C1)F)C1=CC=C(C=C1)Cl (3-{(3R,4S)-3-(4-chloro-phenyl)-4-[(4-fluoro-phenoxycarbonyl)-methyl-amino]-pyrrolidine-1-carbonyl}-pyrrolidine-1-carboxylic acid tert-butyl ester). Starting materials: FC1=CC=C(C=C1)OC(N(C)[C@@H]1CNC[C@H]1C1=CC=C(C=C1)Cl)=O ([(3S,4R)-4-(4-chloro-phenyl)-pyrrolidin-3-yl]-methyl-carbamic acid 4-fluoro-phenyl ester), C(C)(C)(C)OC(=O)N1CC(CC1)C(=O)O (rac-pyrrolidine-1,3-dicarboxylic acid 1-tert-butyl ester). As a reaction SMILES: [F:1][C:2]1[CH:7]=[CH:6][C:5]([O:8][C:9](=[O:24])[N:10]([C@H:12]2[C@H:16]([C:17]3[CH:22]=[CH:21][C:20]([Cl:23])=[CH:19][CH:18]=3)[CH2:15][NH:14][CH2:13]2)[CH3:11])=[CH:4][CH:3]=1.[C:25]([O:29][C:30]([N:32]1[CH2:36][CH2:35][CH:34]([C:37](O)=[O:38])[CH2:33]1)=[O:31])([CH3:28])([CH3:27])[CH3:26]>>[C:25]([O:29][C:30]([N:32]1[CH2:36][CH2:35][CH:34]([C:37]([N:14]2[CH2:13][C@@H:12]([N:10]([C:9]([O:8][C:5]3[CH:6]=[CH:7][C:2]([F:1])=[CH:3][CH:4]=3)=[O:24])[CH3:11])[C@H:16]([C:17]3[CH:22]=[CH:21][C:20]([Cl:23])=[CH:19][CH:18]=3)[CH2:15]2)=[O:38])[CH2:33]1)=[O:31])([CH3:28])([CH3:27])[CH3:26]. Reported procedure: In analogy to the procedure described for the synthesis of example 44 (step c), the title compound 3-{(3R,4S)-3-(4-chloro-phenyl)-4-[(4-fluoro-phenoxycarbonyl)-methyl-amino]-pyrrolidine-1-carbonyl}-pyrrolidine-1-carboxylic acid tert-butyl ester was prepared from [(3S,4R)-4-(4-chloro-phenyl)-pyrrolidin-3-yl]-methyl-carbamic acid 4-fluoro-phenyl ester instead of [(3S,4R)-4-(3,4-dichloro-phenyl)-pyrrolidin-3-yl]-methyl-carbamic acid 4-fluoro-phenyl ester using rac-pyrrolidine-1,3-dicarboxylic acid ...